Task: describe an organic reaction: reactants, conditions, products, and yield. Dataset: the Open Reaction Database (ORD), a public repository of structured organic reaction records The reactants are C(OC1=CC(=C(C=C1)[N+](=O)[O-])C=O)(OCC)=O (3-formyl-4-nitrophenyl ethyl carbonate), [Mn](=O)(=O)(=O)[O-].[K+] (potassium permanganate), S(=O)(=O)([O-])S(=O)[O-].[Na+].[Na+] (sodium metabisulphite), S(O)(O)(=O)=O (sulphuric acid). Solvent: CC(=O)C (acetone), C(C)(=O)O (acetic acid), C(Cl)(Cl)Cl (chloroform). Run at time 45 minute. Product: C(OC1=CC(=C(C=C1)[N+](=O)[O-])C(=O)O)(OCC)=O (3-carboxy-4-nitrophenyl ethyl carbonate). Isolated yield 84.5%. As a reaction SMILES: [C:1](=[O:17])([O:14][CH2:15][CH3:16])[O:2][C:3]1[CH:8]=[CH:7][C:6]([N+:9]([O-:11])=[O:10])=[C:5]([CH:12]=[O:13])[CH:4]=1.[Mn]([O-])(=O)(=O)=[O:19].[K+].S(=O)(=O)(O)O.S(S([O-])=O)([O-])(=O)=O.[Na+].[Na+]>C(Cl)(Cl)Cl.CC(C)=O.C(O)(=O)C>[C:1](=[O:17])([O:14][CH2:15][CH3:16])[O:2][C:3]1[CH:8]=[CH:7][C:6]([N+:9]([O-:11])=[O:10])=[C:5]([C:12]([OH:19])=[O:13])[CH:4]=1 |f:1.2,4.5.6|. Procedure: A stirred mixture of 3-formyl-4-nitrophenyl ethyl carbonate (33.1 g, prepared as described in J. Chem. Soc., 1925, 1195), potassium permanganate (17.0 g), acetic acid (33 ml) and acetone (330 ml) was cooled to keep the temperature below 50°, then allowed to stand at room temperature for a further 45 minutes. Dilute sulphuric acid and chloroform were added and the mixture decolorised with sodium metabisulphite. The organic layer was extracted with sodium bicarbonate solution and the extracts acid...